Task: describe an organic reaction: reactants, conditions, products, and yield. Dataset: the Open Reaction Database (ORD), a public repository of structured organic reaction records The reactants are CCOC(=O)CC1CCC(NC(=O)C(C2CCCCC2)n2c(C(OC)c3ccccc3)nc3cc(F)ccc32)CC1, CC#N, Cl, [Li+], [OH-]. Yields the product COC(c1ccccc1)c1nc2cc(F)ccc2n1C(C(=O)NC1CCC(CC(=O)O)CC1)C1CCCCC1. As a reaction SMILES: [CH2:1]([CH3:2])[O:3][C:4]([CH2:5][CH:6]1[CH2:7][CH2:8][CH:9]([NH:12][C:13]([CH:14]([n:15]2[c:16]([CH:25]([c:26]3[cH:27][cH:28][cH:29][cH:30][cH:31]3)[O:32][CH3:33])[n:17][c:18]3[c:19]2[cH:20][cH:21][c:22]([F:24])[cH:23]3)[CH:34]2[CH2:35][CH2:36][CH2:37][CH2:38][CH2:39]2)=[O:40])[CH2:10][CH2:11]1)=[O:41].[CH3:45][C:46]#[N:47].[ClH:44].[Li+:43].[OH-:42]>>[O:3]=[C:4]([CH2:5][CH:6]1[CH2:7][CH2:8][CH:9]([NH:12][C:13]([CH:14]([n:15]2[c:16]([CH:25]([c:26]3[cH:27][cH:28][cH:29][cH:30][cH:31]3)[O:32][CH3:33])[n:17][c:18]3[c:19]2[cH:20][cH:21][c:22]([F:24])[cH:23]3)[CH:34]2[CH2:35][CH2:36][CH2:37][CH2:38][CH2:39]2)=[O:40])[CH2:10][CH2:11]1)[OH:41]. Reactants: O=C([O-])[O-], CC(=O)SCC(C)C(=O)Cl, ClCCl, COC(=O)C1Cc2ccccc2N1, [K+], [K+]. The product is COC(=O)C1Cc2ccccc2N1C(=O)C(C)CSC(C)=O. RXN SMILES: [C:14](=[O:15])([O-:16])[O-:17].[C:20]([CH3:21])(=[O:22])[S:23][CH2:24][CH:25]([C:26](=[O:27])[Cl:28])[CH3:29].[CH2:30]([Cl:31])[Cl:32].[CH3:1][O:2][C:3](=[O:4])[CH:5]1[NH:6][c:7]2[cH:8][cH:9][cH:10][cH:11][c:12]2[CH2:13]1.[K+:18].[K+:19]>>[CH3:1][O:2][C:3](=[O:4])[CH:5]1[N:6]([C:26]([CH:25]([CH2:24][S:23][C:20]([CH3:21])=[O:22])[CH3:29])=[O:27])[c:7]2[cH:8][cH:9][cH:10][cH:11][c:12]2[CH2:13]1. Reactants: C(C)OC(C(C(=O)OCC)C1=CC=C(C=C1)C)=O (2-p-tolyl-malonic acid diethyl ester), C[O-].[Na+] (Sodium methylate), Cl.C(=N)N (Formamidine hydrochloride). Solvent: CO (methanol), CO (methanol). Reaction conditions: time 1 hour. Yields the product C1(=CC=C(C=C1)C=1C(=NC=NC1O)O)C (5-p-tolyl-pyrimidine-4,6-diol). As a reaction SMILES: C[O-].[Na+].C([O:6][C:7](=O)[CH:8]([C:14]1[CH:19]=[CH:18][C:17]([CH3:20])=[CH:16][CH:15]=1)[C:9](OCC)=[O:10])C.Cl.[CH:23]([NH2:25])=[NH:24]>CO>[C:17]1([CH3:20])[CH:18]=[CH:19][C:14]([C:8]2[C:9]([OH:10])=[N:24][CH:23]=[N:25][C:7]=2[OH:6])=[CH:15][CH:16]=1 |f:0.1,3.4|. Reported procedure: Sodium methylate (17 g) was dissolved in methanol (600 ml) at 0° C. 2-p-tolyl-malonic acid diethyl ester (24.5 ml, commercially available from Aldrich), dissolved in 150 ml methanol, was added within 30 min. Stirring was continued for 1 h while slowly warming the mixture to rt. Formamidine hydrochloride (9.9 g, commercially available from Fluka) was added and stirring was continued for 16 h. The solvent was evaporated and 2 M hydrochloric acid (200 ml) was added to the residue followed by slow a... The reactants are C1(CCCCC1)C=1C(=[N+](C=CC1)[O-])C (3-cyclohexyl-2-methylpyridine N-oxide), CC(=O)OC(=O)C (Ac2O). Run at temperature 90 celsius. Product: C1(CCCCC1)C=1C(=NC=CC1)COC(C)=O (acetic acid 3-cyclohexyl-pyridin-2-ylmethyl ester). Reaction SMILES: [CH:1]1([C:7]2[C:8]([CH3:14])=[N+:9]([O-])[CH:10]=[CH:11][CH:12]=2)[CH2:6][CH2:5][CH2:4][CH2:3][CH2:2]1.[CH3:15][C:16]([O:18]C(C)=O)=[O:17]>>[CH:1]1([C:7]2[C:8]([CH2:14][O:18][C:16](=[O:17])[CH3:15])=[N:9][CH:10]=[CH:11][CH:12]=2)[CH2:6][CH2:5][CH2:4][CH2:3][CH2:2]1. Procedure details: The N-oxide from above (0.215 g) was dissolved in Ac2O (2.5 mL) and heated to 90° C. for 24 h followed by removal of the solvent under reduced pressure. The crude material was purified by column chromatography (50:1 CH2Cl2/MeOH) to give the rearranged acetic acid 3-cyclohexyl-pyridin-2-ylmethyl ester as a light brown solid (0.23 g, 99%, 2 steps). 1H NMR (CDCl3) δ 1.25-1.45 (m, 5H), 1.78-1.86 (m, 5H), 2.13 (s, 3H), 2.70 (m, 1H), 7.24 (m, 1H), 7.62 (d, 1H, J=6.0 Hz), 8.46 (d, 1H, J=2.8 Hz). Starting materials: ClCCCCC1(C(NC2=CC=CC=C12)=O)CC (3-(4-chlorobutyl)-3-ethyl-1,3-dihydro-2H-indol-2-one), FC1=CC=C(C=C1)N1CCNCC1 (1-(4-fluorophenyl)-piperazine). Product: C(C)C1(C(NC2=CC=CC=C12)=O)CCCCN1CCN(CC1)C1=CC=C(C=C1)F (3-Ethyl-3-{4-[4-(4-fluorophenyl)-piperazin-1-yl]-butyl}-1,3-dihydro-2H-indol-2-one). Reaction SMILES: Cl[CH2:2][CH2:3][CH2:4][CH2:5][C:6]1([CH2:16][CH3:17])[C:14]2[C:9](=[CH:10][CH:11]=[CH:12][CH:13]=2)[NH:8][C:7]1=[O:15].[F:18][C:19]1[CH:24]=[CH:23][C:22]([N:25]2[CH2:30][CH2:29][NH:28][CH2:27][CH2:26]2)=[CH:21][CH:20]=1>>[CH2:16]([C:6]1([CH2:5][CH2:4][CH2:3][CH2:2][N:28]2[CH2:27][CH2:26][N:25]([C:22]3[CH:21]=[CH:20][C:19]([F:18])=[CH:24][CH:23]=3)[CH2:30][CH2:29]2)[C:14]2[C:9](=[CH:10][CH:11]=[CH:12][CH:13]=2)[NH:8][C:7]1=[O:15])[CH3:17]. Procedure details: The title compound is prepared according to process H by applying processing method 1 starting from 3-(4-chlorobutyl)-3-ethyl-1,3-dihydro-2H-indol-2-one and 1-(4-fluorophenyl)-piperazine. The reactants are C=O, ClCCl, Oc1ccnc2c(F)cccc12, [Na+], [OH-]. Yields the product OCc1cnc2c(F)cccc2c1O. RXN SMILES: [CH2:13]=[O:14].[Cl:15][CH2:16][Cl:17].[F:1][c:2]1[cH:3][cH:4][cH:5][c:6]2[c:7]([OH:12])[cH:8][cH:9][n:10][c:11]12.[Na+:19].[OH-:18]>>[F:1][c:2]1[cH:3][cH:4][cH:5][c:6]2[c:7]([OH:12])[c:8]([CH2:13][OH:14])[cH:9][n:10][c:11]12. The reactants are COc1cc(B2OC(C)(C)C(C)(C)O2)ccc1O, Cc1ccc(C(C)Nc2cncc(Cl)n2)cc1. Product: COc1cc(-c2cncc(NC(C)c3ccc(C)cc3)n2)ccc1O. Reaction SMILES: [CH3:18][O:19][c:20]1[c:21]([OH:35])[cH:22][cH:23][c:24]([B:26]2[O:27][C:28]([CH3:29])([CH3:30])[C:31]([CH3:32])([CH3:33])[O:34]2)[cH:25]1.[Cl:1][c:2]1[cH:3][n:4][cH:5][c:6]([NH:8][CH:9]([CH3:10])[c:11]2[cH:12][cH:13][c:14]([CH3:17])[cH:15][cH:16]2)[n:7]1>>[c:2]1(-[c:24]2[cH:23][cH:22][c:21]([OH:35])[c:20]([O:19][CH3:18])[cH:25]2)[cH:3][n:4][cH:5][c:6]([NH:8][CH:9]([CH3:10])[c:11]2[cH:12][cH:13][c:14]([CH3:17])[cH:15][cH:16]2)[n:7]1. The reactants are ClCCCl, COc1ccccc1NC(=O)CC(=O)O, Cn1ccnc1-c1cc2nccc(Oc3ccc(N)cc3F)c2s1, [Na+], O=C([O-])O, CN(C)C=O, On1nnc2ccccc21. Yields the product COc1ccccc1NC(=O)CC(=O)Nc1ccc(Oc2ccnc3cc(-c4nccn4C)sc23)c(F)c1. As a reaction SMILES: [CH2:50]([Cl:51])[CH2:52][Cl:53].[CH3:1][O:2][c:3]1[c:4]([NH:9][C:10]([CH2:11][C:12](=[O:13])[OH:14])=[O:15])[cH:5][cH:6][cH:7][cH:8]1.[F:26][c:27]1[cH:28][c:29]([NH2:49])[cH:30][cH:31][c:32]1[O:33][c:34]1[c:35]2[c:36]([n:37][cH:38][cH:39]1)[cH:40][c:41](-[c:43]1[n:44]([CH3:48])[cH:45][cH:46][n:47]1)[s:42]2.[Na+:58].[O-:54][C:55]([OH:56])=[O:57].[O:59]=[CH:60][N:61]([CH3:62])[CH3:63].[OH:16][n:17]1[c:18]2[c:19]([cH:20][cH:21][cH:22][cH:23]2)[n:24][n:25]1>>[CH3:1][O:2][c:3]1[c:4]([NH:9][C:10]([CH2:11][C:12](=[O:14])[NH:49][c:29]2[cH:28][c:27]([F:26])[c:32]([O:33][c:34]3[c:35]4[c:36]([n:37][cH:38][cH:39]3)[cH:40][c:41](-[c:43]3[n:44]([CH3:48])[cH:45][cH:46][n:47]3)[s:42]4)[cH:31][cH:30]2)=[O:15])[cH:5][cH:6][cH:7][cH:8]1.